The task is: describe an organic reaction: reactants, conditions, products, and yield. This data is from the Open Reaction Database (ORD), a public repository of structured organic reaction records. Yields the product C1(CCCC1)CC(C(=O)NC=1SC2=NC(=CC=C2N1)OC)C1=CC=C(C=C1)[N+](=O)[O-] (3-cyclopentyl-N-(5-methoxy-thiazolo[5,4-b]pyridin-2-yl)-2-(4-nitro-phenyl)-propionamide). Reported procedure: The title B compound, 3-cyclopentyl-2-(4-nitro-phenyl)-propionic acid (7.5 g, 28.5 mmol) is dissolved in 25 mL of thionyl chloride and a drop of DMF and the mixture stirred at RT for 5-6 h. The excess of thionyl chloride is removed under reduced pressure. The residue is then taken up in DCM and added dropwise to a solution of 5.2 g (28.5 mmol) of the aminothiazole in 25 mL pyridine. The reaction mixture is stirred for 5 h before being evaporated to remove the pyridine. The residue is partitioned... Starting materials: C1(CCCC1)CC(C(=O)O)C1=CC=C(C=C1)[N+](=O)[O-] (3-cyclopentyl-2-(4-nitro-phenyl)-propionic acid), C1=CSC(=N1)N (aminothiazole), N1=CC=CC=C1 (pyridine), CN(C)C=O (DMF). Reaction conditions: time 5 hour. Run in S(=O)(Cl)Cl (thionyl chloride). Reaction SMILES: [CH:1]1([CH2:6][CH:7]([C:11]2[CH:16]=[CH:15][C:14]([N+:17]([O-:19])=[O:18])=[CH:13][CH:12]=2)[C:8]([OH:10])=O)[CH2:5][CH2:4][CH2:3][CH2:2]1.CN([CH:23]=[O:24])C.[CH:25]1[N:29]=[C:28]([NH2:30])[S:27][CH:26]=1.[N:31]1C=C[CH:34]=[CH:33][CH:32]=1>S(Cl)(Cl)=O>[CH:1]1([CH2:6][CH:7]([C:11]2[CH:16]=[CH:15][C:14]([N+:17]([O-:19])=[O:18])=[CH:13][CH:12]=2)[C:8]([NH:30][C:28]2[S:27][C:26]3[C:25]([N:29]=2)=[CH:34][CH:33]=[C:32]([O:24][CH3:23])[N:31]=3)=[O:10])[CH2:2][CH2:3][CH2:4][CH2:5]1. The reactants are [OH-].[Li+] (lithium hydroxide), [OH-].[Li+] (lithium hydroxide), O (water), COC1=NC=CC=C1C=1NC2=CC=C(C=C2C1)C(=O)OC (methyl 2-(2-methoxypyridin-3-yl)-1H-indole-5-carboxylate). The solvent is CO (methanol). Conditions: temperature 80 celsius, time 4 hour. The product is COC1=NC=CC=C1C=1NC2=CC=C(C=C2C1)C(=O)O (2-(2-methoxypyridin-3-yl)-1H-indole-5-carboxylic acid). RXN SMILES: [CH3:1][O:2][C:3]1[C:8]([C:9]2[NH:10][C:11]3[C:16]([CH:17]=2)=[CH:15][C:14]([C:18]([O:20]C)=[O:19])=[CH:13][CH:12]=3)=[CH:7][CH:6]=[CH:5][N:4]=1.[OH-].[Li+].O>CO>[CH3:1][O:2][C:3]1[C:8]([C:9]2[NH:10][C:11]3[C:16]([CH:17]=2)=[CH:15][C:14]([C:18]([OH:20])=[O:19])=[CH:13][CH:12]=3)=[CH:7][CH:6]=[CH:5][N:4]=1 |f:1.2|. Procedure: To a suspension of methyl 2-(2-methoxypyridin-3-yl)-1H-indole-5-carboxylate (1.0 g, 0.354 mmol) in methanol (100 ml) was added lithium hydroxide (0.30 g, 1.25 mmol) and water (10 ml). The reaction was heated overnight at 80° C. The reaction was not complete so more lithium hydroxide (0.10 g, 0.42 mmol) was added and heating was continued for 4 hours. The reaction was allowed to cool and stir at room temperature overnight. The reaction was concentrated to about 15 ml and 1 g citric acid dissolved... The product is Cc1ccc([N+](=O)[O-])cc1Oc1cccnc1. Starting materials: CC(=O)[O-], CC(=O)[O-], Cc1ccc([N+](=O)[O-])cc1O, ClCCl, [Cu+2], O, c1ccncc1, OB(O)c1cccnc1. As a reaction SMILES: [C:31]([O-:32])(=[O:33])[CH3:34].[C:36]([O-:37])(=[O:38])[CH3:39].[CH3:10][c:11]1[c:12]([OH:20])[cH:13][c:14]([N+:17](=[O:18])[O-:19])[cH:15][cH:16]1.[Cl:28][CH2:29][Cl:30].[Cu+2:35].[OH2:27].[cH:21]1[cH:22][cH:23][n:24][cH:25][cH:26]1.[n:1]1[cH:2][c:3]([B:7]([OH:8])[OH:9])[cH:4][cH:5][cH:6]1>>[n:1]1[cH:2][c:3]([O:20][c:12]2[c:11]([CH3:10])[cH:16][cH:15][c:14]([N+:17](=[O:18])[O-:19])[cH:13]2)[cH:4][cH:5][cH:6]1. Reactants: COC(C1=CN=C(C=C1)OCC=1C(=NOC1CO)C1=CC=C(C=C1)F)=O (6-[3-(4-Fluoro-phenyl)-5-hydroxymethyl-isoxazol-4-ylmethoxy]-nicotinic acid methyl ester), C[Al](C)C (trimethylaluminium), NCC1CC1 (aminomethylcyclopropane), C[Al](C)C (trimethylaluminium), C1(=CC=CC=C1)C (toluene). The solvent is O1CCOCC1 (dioxane), O1CCOCC1 (dioxane). Reaction conditions: temperature 85 celsius, time 8 hour. The product is C1(CC1)CNC(C1=CN=C(C=C1)OCC=1C(=NOC1CO)C1=CC=C(C=C1)F)=O (N-Cyclopropylmethyl-6-[3-(4-fluoro-phenyl)-5-hydroxymethyl-isoxazol-4-ylmethoxy]-nicotinamide). Isolated yield 35.9%. RXN SMILES: C[Al](C)C.[NH2:5][CH2:6][CH:7]1[CH2:9][CH2:8]1.C[O:11][C:12](=O)[C:13]1[CH:18]=[CH:17][C:16]([O:19][CH2:20][C:21]2[C:22]([C:28]3[CH:33]=[CH:32][C:31]([F:34])=[CH:30][CH:29]=3)=[N:23][O:24][C:25]=2[CH2:26][OH:27])=[N:15][CH:14]=1.C1(C)C=CC=CC=1>O1CCOCC1>[CH:7]1([CH2:6][NH:5][C:12](=[O:11])[C:13]2[CH:18]=[CH:17][C:16]([O:19][CH2:20][C:21]3[C:22]([C:28]4[CH:29]=[CH:30][C:31]([F:34])=[CH:32][CH:33]=4)=[N:23][O:24][C:25]=3[CH2:26][OH:27])=[N:15][CH:14]=2)[CH2:9][CH2:8]1. Procedure details: A trimethylaluminium solution (2 M in toluene, 418 μL, 0.84 mmol) was added to a solution of aminomethylcyclopropane (61.3 mg, 0.84 mmol) in dioxane (3.75 mL). 6-[3-(4-Fluoro-phenyl)-5-hydroxymethyl-isoxazol-4-ylmethoxy]-nicotinic acid methyl ester (75.0 mg, 0.21 mmol) in dioxane (3.75 mL) was added after 1 h at 50° C. The reaction mixture was stirred at 85° C. overnight. Again trimethylaluminium solution in toluene (2 M in toluene, 418 μL, 0.84 mmol) was added and stirring was continued for 3 h... The reactants are CCCCCCCOc1ccc(CO)cc1, CCOC(=O)N=NC(=O)OCC, CCOC(=O)c1ccc(O)cc1, c1ccc(P(c2ccccc2)c2ccccc2)cc1, c1ccccc1. Product: CCCCCCCOc1ccc(COc2ccc(C(=O)OCC)cc2)cc1. RXN SMILES: [CH2:1]([CH2:2][CH2:3][CH2:4][CH2:5][CH2:6][CH3:7])[O:8][c:9]1[cH:10][cH:11][c:12]([CH2:13][OH:14])[cH:15][cH:16]1.[O:29]=[C:30]([O:31][CH2:32][CH3:33])[N:34]=[N:35][C:36]([O:37][CH2:38][CH3:39])=[O:40].[OH:17][c:18]1[cH:19][cH:20][c:21]([C:22](=[O:23])[O:24][CH2:25][CH3:26])[cH:27][cH:28]1.[c:41]1([P:42]([c:43]2[cH:44][cH:45][cH:46][cH:47][cH:48]2)[c:49]2[cH:50][cH:51][cH:52][cH:53][cH:54]2)[cH:55][cH:56][cH:57][cH:58][cH:59]1.[cH:60]1[cH:61][cH:62][cH:63][cH:64][cH:65]1>>[CH2:1]([CH2:2][CH2:3][CH2:4][CH2:5][CH2:6][CH3:7])[O:8][c:9]1[cH:10][cH:11][c:12]([CH2:13][O:14][c:18]2[cH:19][cH:20][c:21]([C:22](=[O:23])[O:24][CH2:25][CH3:26])[cH:27][cH:28]2)[cH:15][cH:16]1. Starting materials: COC(C(NC(C(NC(C(NC(=O)OC(C)(C)C)(C)C)=O)(C)C)=O)(C)C)=O (N-Tert-Butoxycarbonyl α,α-Dimethylglycyl α,α-Dimethylglycyl α,α-Dimethylglycine Methyl Ester), O[Li].O (LiOH.H2O). The solvent is C1CCOC1 (THF), O (H2O). Run at time 3 hour. Product: C(C)(C)(C)OC(=O)NC(C(=O)NC(C(=O)NC(C(=O)O)(C)C)(C)C)(C)C (N-Tert-Butoxycarbonyl α,α-Dimethylglycyl α,α-Dimethylglycyl α,α-Dimethylglycine). Isolated yield 89.3%. Reaction SMILES: C[O:2][C:3](=[O:27])[C:4]([CH3:26])([CH3:25])[NH:5][C:6](=[O:24])[C:7]([CH3:23])([CH3:22])[NH:8][C:9](=[O:21])[C:10]([CH3:20])([CH3:19])[NH:11][C:12]([O:14][C:15]([CH3:18])([CH3:17])[CH3:16])=[O:13].O[Li].O>C1COCC1.O>[C:15]([O:14][C:12]([NH:11][C:10]([CH3:20])([CH3:19])[C:9]([NH:8][C:7]([CH3:23])([CH3:22])[C:6]([NH:5][C:4]([CH3:26])([CH3:25])[C:3]([OH:27])=[O:2])=[O:24])=[O:21])=[O:13])([CH3:18])([CH3:16])[CH3:17] |f:1.2|. Procedure details: N-tert-butoxycarbonyl α,α-dimethylglycyl α,α-dimethylglycyl α,α-dimethylglycine methyl ester 6 (2.14 g, 5.52 mmol) was dissolved in THF (60 mL) and a solution of LiOH.H2O (0.695 g, 16.6 mmol) in de-ionized H2O (30 mL) added. The reaction mixture was stirred for 3 h at room temperature before the bulk of solvent was evaporated and the solution diluted with H2O (100 mL). The solution was washed with Et2O (2×40 mL) and acidified to pH 2 by addition of 5 M HCl. A white solid precipitated and was col...